Task: describe an organic reaction: reactants, conditions, products, and yield. Dataset: the Open Reaction Database (ORD), a public repository of structured organic reaction records Reactants: solution, CN (methylamine), raw materials, ClC=1N=C2C(=C(C=NC2=CC1)C=O)NC1=CC(=C(C=C1)N1CCN(CC1)C(=O)OC(C)(C)C)C(F)(F)F (tert-butyl 4-(4-((6-chloro-3-formyl-1,5-naphthyridin-4-yl)amino)-2-(trifluoromethyl)phenyl)piperazine-1-carboxylate), [BH4-].[Na+] (sodium borohydride). Solvent: C(C)O (ethanol), C(C)O (ethanol). Reaction conditions: time 24 hour. Product: ClC=1N=C2C(=C(C=NC2=CC1)CNC)NC1=CC(=C(C=C1)N1CCN(CC1)C(=O)OC(C)(C)C)C(F)(F)F (tert-butyl 4-(4-((6-chloro-3-((methylamino)methyl)-1,5-naphthyridin-4-yl)amino)-2-(trifluoromethyl)phenyl)piperazine-1-carboxylate). RXN SMILES: [Cl:1][C:2]1[N:3]=[C:4]2[C:9](=[CH:10][CH:11]=1)[N:8]=[CH:7][C:6]([CH:12]=O)=[C:5]2[NH:14][C:15]1[CH:20]=[CH:19][C:18]([N:21]2[CH2:26][CH2:25][N:24]([C:27]([O:29][C:30]([CH3:33])([CH3:32])[CH3:31])=[O:28])[CH2:23][CH2:22]2)=[C:17]([C:34]([F:37])([F:36])[F:35])[CH:16]=1.[CH3:38][NH2:39].[BH4-].[Na+]>C(O)C>[Cl:1][C:2]1[N:3]=[C:4]2[C:9](=[CH:10][CH:11]=1)[N:8]=[CH:7][C:6]([CH2:12][NH:39][CH3:38])=[C:5]2[NH:14][C:15]1[CH:20]=[CH:19][C:18]([N:21]2[CH2:26][CH2:25][N:24]([C:27]([O:29][C:30]([CH3:33])([CH3:31])[CH3:32])=[O:28])[CH2:23][CH2:22]2)=[C:17]([C:34]([F:36])([F:35])[F:37])[CH:16]=1 |f:2.3|. Procedure: tert-butyl 4-(4-((6-chloro-3-formyl-1,5-naphthyridin-4-yl)amino)-2-(trifluoromethyl)phenyl)piperazine-1-carboxylate (0.223 g, 0.416 mmol) was dissolved in 20 mL of ethanol, added 0.3 mL of a solution of methylamine in ethanol (concentration 27%), and stirred at room temperature for 24 h. After confirming a disappearance of the raw materials by LC-MS, to the system added sodium borohydride (0.09 g, 2.38 mmol), continued stirring at room temperature for 18 h. The reaction was quenched with a satur... Starting materials: FC(CCCSC=1C(=NNC1)C=1C=NC=CC1)(F)F (3-[4-(4,4,4-Trifluoro-butylsulfanyl)-1H-pyrazol-3-yl]-pyridine), 22A, compound 22B, CSC=1C(=NNC1)C=1C=NC=CC1 (3-(4-methylsulfanyl-1H-pyrazol-3-yl)-pyridine). The product is FC(CCCSC=1C(=NNC1)C=1CN(CCC1)C)(F)F (3-[4-(4,4,4-trifluoro-butylsulfanyl)-1H-pyrazol-3-yl]-1,2,5,6-tetrahydro-1-methylpyridine). RXN SMILES: [F:1][C:2]([F:19])([F:18])[CH2:3][CH2:4][CH2:5][S:6][C:7]1[C:8]([C:12]2[CH:13]=[N:14][CH:15]=[CH:16][CH:17]=2)=[N:9][NH:10][CH:11]=1.[CH3:20]SC1C(C2C=NC=CC=2)=NNC=1>>[F:19][C:2]([F:1])([F:18])[CH2:3][CH2:4][CH2:5][S:6][C:7]1[C:8]([C:12]2[CH2:13][N:14]([CH3:20])[CH2:15][CH2:16][CH:17]=2)=[N:9][NH:10][CH:11]=1. Procedure: Compound 21B (0.3 g, 1.49 mmol) was converted to compound 22B, using the methodology described for the conversion of 21A to 22A. Yield 0.131 g (amorphous, 72% overall). LCMS (method A); Rt: 1.64 min, ([M+H]+=306). 1H-NMR (400 MHz, CDCl3): δ 7.57 (s, 1H), 6.67-6.60 (bs, 1H), 3.43-3.39 (m, 2H), 2.71-2.62 (m, 4H), 2.49 (s, 3H), 2.48-2.43 (m, 2H), 2.28-2.19 (m, 2H), 1.81-1.75 (m, 2H). The reactants are CC(C)(C)C(=O)Cl, COc1ccc(-c2ccccc2)c(N)c1, ClCCl. Product: COc1ccc(-c2ccccc2)c(NC(=O)C(C)(C)C)c1. As a reaction SMILES: [C:16]([C:17]([CH3:18])([CH3:19])[CH3:20])(=[O:21])[Cl:22].[CH3:1][O:2][c:3]1[cH:4][c:5]([NH2:15])[c:6](-[c:9]2[cH:10][cH:11][cH:12][cH:13][cH:14]2)[cH:7][cH:8]1.[Cl:23][CH2:24][Cl:25]>>[CH3:1][O:2][c:3]1[cH:4][c:5]([NH:15][C:16]([C:17]([CH3:18])([CH3:19])[CH3:20])=[O:21])[c:6](-[c:9]2[cH:10][cH:11][cH:12][cH:13][cH:14]2)[cH:7][cH:8]1.